This data is from the Open Reaction Database (ORD), a public repository of structured organic reaction records. The task is: describe an organic reaction: reactants, conditions, products, and yield Reported procedure: Methyl 2-(3-(trifluoromethyl)phenyl)piperidine-4-carboxylate (1.4 g, 4.87 mmol) was dissolved in DCM (50 mL), then DIPEA (2.128 mL, 12.18 mmol) was added. Methyl chloroformate (0.537 mL, 6.82 mmol) was added dropwise to the solution. The reaction mixture was stirred at room temperature for 4 h, washed with 0.1 M HCl (100 mL) and satd NaHCO3 (100 mL), dried through a phase separator and evaporated yielding dimethyl 2-(3-(trifluoromethyl)phenyl)piperidine-1,4-dicarboxylate (1.7 g, quant.) as an or... The yield is 101.1%. RXN SMILES: [F:1][C:2]([F:20])([F:19])[C:3]1[CH:4]=[C:5]([CH:9]2[CH2:14][CH:13]([C:15]([O:17][CH3:18])=[O:16])[CH2:12][CH2:11][NH:10]2)[CH:6]=[CH:7][CH:8]=1.CCN(C(C)C)C(C)C.Cl[C:31]([O:33][CH3:34])=[O:32]>C(Cl)Cl>[F:20][C:2]([F:19])([F:1])[C:3]1[CH:4]=[C:5]([CH:9]2[CH2:14][CH:13]([C:15]([O:17][CH3:18])=[O:16])[CH2:12][CH2:11][N:10]2[C:31]([O:33][CH3:34])=[O:32])[CH:6]=[CH:7][CH:8]=1. Run at time 4 hour. Yields the product FC(C=1C=C(C=CC1)C1N(CCC(C1)C(=O)OC)C(=O)OC)(F)F (dimethyl 2-(3-(trifluoromethyl)phenyl)piperidine-1,4-dicarboxylate). The reactants are CCN(C(C)C)C(C)C (DIPEA), FC(C=1C=C(C=CC1)C1NCCC(C1)C(=O)OC)(F)F (Methyl 2-(3-(trifluoromethyl)phenyl)piperidine-4-carboxylate), ClC(=O)OC (Methyl chloroformate). The solvent is C(Cl)Cl (DCM). The reactants are [F-].[Cs+] (CsF), COCCOCCOC (diglyme), COC(C(C(=O)OC)C(F)(F)F)=O (dimethyl(trifluoromethyl)malonate), CI (methyl iodide). Run in O (water). Run at time 8 hour. Product: CC(C(=O)OC)(C(=O)OC)C(F)(F)F (dimethyl methyl(trifluoromethyl)malonate). Isolated yield 60.0%. Reaction SMILES: [F-].[Cs+].[CH3:3]OCCOCCOC.[CH3:12][O:13][C:14](=[O:24])[CH:15]([C:20]([F:23])([F:22])[F:21])[C:16]([O:18][CH3:19])=[O:17].CI>O>[CH3:3][C:15]([C:20]([F:22])([F:23])[F:21])([C:16]([O:18][CH3:19])=[O:17])[C:14]([O:13][CH3:12])=[O:24] |f:0.1|. Reported procedure: A mixture of dried CsF (9.11 g, 60 mmol), diglyme (41 ml), dimethyl(trifluoromethyl)malonate (4 g, 20 mmol), and methyl iodide (3.12 g, 22 mmol) was stirred overnight at room temperature. The reaction mixture was poured into water and the resultant oily layer and the ether-extract from the aqueous layer were combined and washed with water to remove diglyme. After drying over MgSO4, the ether was evaporated and the residue was subjected to distillation, giving dimethyl methyl(trifluoromethyl)malo...